Dataset: the Open Reaction Database (ORD), a public repository of structured organic reaction records. Task: describe an organic reaction: reactants, conditions, products, and yield Starting materials: S(=O)(=O)(Cl)Cl (Sulfuryl dichloride), C(C)(C)(C)[Li] (tert-butyl lithium), IC(C[C@H]1OC(OC1)(C)C)=C ((R)-4-(2-iodoallyl)-2,2-dimethyl-1,3-dioxolane). Solvent: CCCCCC (hexane), C(C)OCC (diethyl ether). Run at temperature -78 celsius, time 30 minute. Yields the product CC1(OC[C@H](O1)CC(=C)S(=O)(=O)Cl)C ((R)-3-(2,2-dimethyl-1,3-dioxolan-4-yl)prop-1-ene-2-sulfonyl chloride). As a reaction SMILES: C([Li])(C)(C)C.I[C:7](=[CH2:16])[CH2:8][C@@H:9]1[CH2:13][O:12][C:11]([CH3:15])([CH3:14])[O:10]1.[S:17](Cl)([Cl:20])(=[O:19])=[O:18]>CCCCCC.C(OCC)C>[CH3:14][C:11]1([CH3:15])[O:10][C@H:9]([CH2:8][C:7]([S:17]([Cl:20])(=[O:19])=[O:18])=[CH2:16])[CH2:13][O:12]1. Procedure details: A solution of tert-butyl lithium in hexane (1.7M, 7.65 mL) was added dropwise to a solution of (R)-4-(2-iodoallyl)-2,2-dimethyl-1,3-dioxolane (1.21, 6.5 mmol) in diethyl ether (12 mL) at −78° C., and the reaction stirred at −78° C. for 30 min. Sulfuryl dichloride (SO2Cl2, 538 μL, 6.5 mmol) was added, the mixture warmed to room temperature and the solvents removed under reduced pressure. The product was used in the next step with no further purification.